From a dataset of the Open Reaction Database (ORD), a public repository of structured organic reaction records. describe an organic reaction: reactants, conditions, products, and yield Procedure details: Sodium hydride (0.48 g, 11.96 mmol) was suspended in tetrahydrofuran (52.4 mL) and cooled to 0° C. Ethyl mercaptoacetate (0.48 mg, 3.99 mmol) was added and the solution was stirred for 30 minutes at 0° C. 2-Bromo-6-(bromomethyl)pyridine (Example 190, Step 1) (1.0 g, 3.99 mmol) was added and the solution was allowed to stir until completion. The reaction mixture was then diluted with water and extracted with ethyl acetate (2×). The combined organics were dried over magnesium sulfate, filtered, co... The solvent is O1CCCC1 (tetrahydrofuran), O (water). Product: C(C)OC(CSCC1=NC(=CC=C1)Br)=O (Ethyl{[(6-bromopyridin-2-yl)methyl]thio}acetate). Conditions: temperature 0 celsius, time 30 minute. Starting materials: [H-].[Na+] (Sodium hydride), SCC(=O)OCC (Ethyl mercaptoacetate), BrC1=NC(=CC=C1)CBr (2-Bromo-6-(bromomethyl)pyridine). RXN SMILES: [H-].[Na+].[SH:3][CH2:4][C:5]([O:7][CH2:8][CH3:9])=[O:6].[Br:10][C:11]1[CH:16]=[CH:15][CH:14]=[C:13]([CH2:17]Br)[N:12]=1>O1CCCC1.O>[CH2:8]([O:7][C:5](=[O:6])[CH2:4][S:3][CH2:17][C:13]1[CH:14]=[CH:15][CH:16]=[C:11]([Br:10])[N:12]=1)[CH3:9] |f:0.1|. Reactants: N, c1ccc(-c2ccc3c(c2)CCC2NCCCC32)cc1, O=C(O)c1ccc2[nH]cnc2c1. Product: O=C(c1ccc2[nH]cnc2c1)N1CCCC2c3ccc(-c4ccccc4)cc3CCC21. Reaction SMILES: [NH3:33].[c:13]1(-[c:19]2[cH:20][c:21]3[c:22]([cH:31][cH:32]2)[CH:23]2[CH2:24][CH2:25][CH2:26][NH:27][CH:28]2[CH2:29][CH2:30]3)[cH:14][cH:15][cH:16][cH:17][cH:18]1.[nH:1]1[cH:2][n:3][c:4]2[c:5]1[cH:6][cH:7][c:8]([C:10](=[O:11])[OH:12])[cH:9]2>>[nH:1]1[cH:2][n:3][c:4]2[c:5]1[cH:6][cH:7][c:8]([C:10](=[O:12])[N:27]1[CH2:26][CH2:25][CH2:24][CH:23]3[c:22]4[c:21]([cH:20][c:19](-[c:13]5[cH:14][cH:15][cH:16][cH:17][cH:18]5)[cH:32][cH:31]4)[CH2:30][CH2:29][CH:28]31)[cH:9]2. The reactants are FC(C(=O)O)(N1C(C(C(C(C1(F)F)(F)F)(F)F)(F)F)(F)F)F (perfluoropiperidinoacetic acid), [OH-].[K+] (potassium hydroxide). Run in O (water). The product is FC(C(=O)[O-])(N1C(C(C(C(C1(F)F)(F)F)(F)F)(F)F)(F)F)F.[K+] (potassium perfluoropiperidino-acetate). As a reaction SMILES: [F:1][C:2]([F:22])([N:6]1[C:11]([F:13])([F:12])[C:10]([F:15])([F:14])[C:9]([F:17])([F:16])[C:8]([F:19])([F:18])[C:7]1([F:21])[F:20])[C:3]([OH:5])=[O:4].[OH-].[K+:24]>O>[F:22][C:2]([F:1])([N:6]1[C:7]([F:21])([F:20])[C:8]([F:18])([F:19])[C:9]([F:16])([F:17])[C:10]([F:14])([F:15])[C:11]1([F:12])[F:13])[C:3]([O-:5])=[O:4].[K+:24] |f:1.2,4.5|. Procedure: Distilled water was placed in a three-neck flask equipped with a reflux condenser and a dropping funnel and a crude product of the electrolytic fluorination of methyl piperidinoacetate was added through the dropping funnel while the three-neck flask was kept cooled. The resultant hydrolyzate was extracted with ether from the reaction mixture, dried with anhydrous sodium sulfate, and then distilled under a vacuum in the presence of a small amount of concentrated sulfuric acid to obtain perfluorop... Reactants: OCC1NC2=CC=CC=C2C1 (2-hydroxymethyl-indoline), ClC1=NC=NC2=CC(=C(C=C12)OC)OC (4-chloro-6,7-dimethoxy-quinazoline). Run in CC(C)O (i-PrOH). Product: COC=1C=C2C(=NC=NC2=CC1OC)N1C(CC2=CC=CC=C12)CO ([1-(6,7-Dimethoxy-quinazolin-4-yl)-2,3-dihydro-1H-indol-2-yl]-methanol). Yield: 57.0%. Reaction SMILES: [OH:1][CH2:2][CH:3]1[CH2:11][C:10]2[C:5](=[CH:6][CH:7]=[CH:8][CH:9]=2)[NH:4]1.Cl[C:13]1[C:22]2[C:17](=[CH:18][C:19]([O:25][CH3:26])=[C:20]([O:23][CH3:24])[CH:21]=2)[N:16]=[CH:15][N:14]=1>CC(O)C>[CH3:24][O:23][C:20]1[CH:21]=[C:22]2[C:17](=[CH:18][C:19]=1[O:25][CH3:26])[N:16]=[CH:15][N:14]=[C:13]2[N:4]1[C:5]2[C:10](=[CH:9][CH:8]=[CH:7][CH:6]=2)[CH2:11][CH:3]1[CH2:2][OH:1]. Procedure details: Utilizing a procedure analogous to that described in Example 1, this product was prepared in 57% yield from 2-hydroxymethyl-indoline (1 eq.) and 4-chloro-6,7-dimethoxy-quinazoline (1.0 eq) in i-PrOH. (M.P. 145.5°-147° C.; LC-MS: 338 (MH+); anal. RP18-HPLC RT: 4.03 min.). The reactants are CC1(CC(C2=C(C=CC=C12)N)C)C (racemic 1,1,3-trimethyl-4-aminoindane), C([C@@H](O)[C@H](O)C(=O)O)(=O)O (D-tartaric acid). Solvent: CO (methanol). Conditions: time 1 hour. Yields the product C([C@@H](O)[C@H](O)C(=O)O)(=O)O.CC1(CC(C2=C(C=CC=C12)N)C)C (1,1,3-trimethyl-4-aminoindane D-tartarate). Isolated yield 36.0%. Reaction SMILES: [CH3:1][C:2]1([CH3:13])[C:10]2[C:5](=[C:6]([NH2:11])[CH:7]=[CH:8][CH:9]=2)[CH:4]([CH3:12])[CH2:3]1.[C:14]([OH:23])(=[O:22])[C@H:15]([C@@H:17]([C:19]([OH:21])=[O:20])[OH:18])[OH:16]>CO>[C:14]([OH:23])(=[O:22])[C@H:15]([C@@H:17]([C:19]([OH:21])=[O:20])[OH:18])[OH:16].[CH3:1][C:2]1([CH3:13])[C:10]2[C:5](=[C:6]([NH2:11])[CH:7]=[CH:8][CH:9]=2)[CH:4]([CH3:12])[CH2:3]1 |f:3.4|. Procedure details: Three hundred grams (300 g) of racemic 1,1,3-trimethyl-4-aminoindane, 128 g of D-tartaric acid and 260 ml of methanol were mixed, and the mixture was kept at 70° C. for 1 hour. Then, the mixture was left to cool to room temperature, and about 0.1 g of a seed crystal was mixed and the mixture was allowed to stand for 2 days. The generated solid was filtrated off, and washed with methanol. The resultant solid was re-crystallized from methanol five times to obtain 100 g of 1,1,3-trimethyl-4-aminoin... RXN SMILES: [CH3:24][C:25](=[O:26])[OH:27].[CH3:3][O:4][c:5]1[c:6]([CH:19]=[CH:20][C:21](=[O:22])[OH:23])[cH:7][cH:8][cH:9][c:10]1[O:11][c:12]1[c:13]([CH3:18])[cH:14][cH:15][cH:16][cH:17]1.[H:1][H:2].[O:28]1[CH2:29][CH2:30][O:31][CH2:32][CH2:33]1>>[CH3:3][O:4][c:5]1[c:6]([CH2:19][CH2:20][C:21](=[O:22])[OH:23])[cH:7][cH:8][cH:9][c:10]1[O:11][c:12]1[c:13]([CH3:18])[cH:14][cH:15][cH:16][cH:17]1. Reactants: CC(=O)O, COc1c(C=CC(=O)O)cccc1Oc1ccccc1C, [H][H], C1COCCO1. The product is COc1c(CCC(=O)O)cccc1Oc1ccccc1C.